Dataset: the Open Reaction Database (ORD), a public repository of structured organic reaction records. Task: describe an organic reaction: reactants, conditions, products, and yield The reactants are OC1C(C(CC1)C=CC(C(CCCC)(C)C)O)C\C=C/CCCC(=O)[O-] (cis-7-[2-hydroxy-5-(3-hydroxy-4,4-dimethyl-1-octenyl)cyclopentyl]-5-heptenoate), [OH-].[Na+] (sodium hydroxide). Run in CO (methanol). Conditions: time 18 hour. Product: OC1C(C(CC1)C=CC(C(CCCC)(C)C)O)C\C=C/CCCC(=O)O (cis-7-[2-Hydroxy-5-(3-hydroxy-4,4-dimethyl-1-octenyl)cyclopentyl]-5-heptenoic Acid). RXN SMILES: [OH:1][CH:2]1[CH2:6][CH2:5][CH:4]([CH:7]=[CH:8][CH:9]([OH:17])[C:10]([CH3:16])([CH3:15])[CH2:11][CH2:12][CH2:13][CH3:14])[CH:3]1[CH2:18]/[CH:19]=[CH:20]\[CH2:21][CH2:22][CH2:23][C:24]([O-:26])=[O:25].[OH-].[Na+]>CO>[OH:1][CH:2]1[CH2:6][CH2:5][CH:4]([CH:7]=[CH:8][CH:9]([OH:17])[C:10]([CH3:15])([CH3:16])[CH2:11][CH2:12][CH2:13][CH3:14])[CH:3]1[CH2:18]/[CH:19]=[CH:20]\[CH2:21][CH2:22][CH2:23][C:24]([OH:26])=[O:25] |f:1.2|. Procedure: To a solution of methyl trans, cis-7-[2-hydroxy-5-(3-hydroxy-4,4-dimethyl-1-octenyl)cyclopentyl]-5-heptenoate (0.536 g, Isomer B less polar epimer), described in Example 92, in methanol (5 ml) is added a solution of sodium hydroxide (10%, 1.32 ml). The mixture is stirred for 18 hr. The solvent is removed under reduced pressure and the residue taken up in water and extracted with ether. The aqueous liquor is then rendered acidic with HCl (10%, 1.32 ml). The precipitate is taken up with ether. The... Reactants: Cl.C(C)OC(CN)=O (glycine ethyl ester HCl), CCN(C(C)C)C(C)C (DIPEA), OC1=CC=C(C(=O)O)C=C1 (4-hydroxy benzoic acid), CCN=C=NCCCN(C)C (EDCI), C=1C=CC2=C(C1)N=NN2O (HOBT). Solvent: O (Water), CN(C)C=O (DMF). Run at time 8 hour. Yields the product C(C)OC(CNC(C1=CC=C(C=C1)O)=O)=O ((4-hydroxy-benzoyl amino)-acetic acid ethyl ester). Isolated yield 91.0%. As a reaction SMILES: CCN(C(C)C)C(C)C.[OH:10][C:11]1[CH:19]=[CH:18][C:14]([C:15]([OH:17])=O)=[CH:13][CH:12]=1.CCN=C=NCCCN(C)C.C1C=CC2N(O)N=NC=2C=1.Cl.[CH2:42]([O:44][C:45](=[O:48])[CH2:46][NH2:47])[CH3:43]>CN(C=O)C.O>[CH2:42]([O:44][C:45](=[O:48])[CH2:46][NH:47][C:15](=[O:17])[C:14]1[CH:13]=[CH:12][C:11]([OH:10])=[CH:19][CH:18]=1)[CH3:43] |f:4.5|. Procedure: DIPEA (1.4 g, 10.86 mmol) was added drop wise to 4-hydroxy benzoic acid (500 mg, 3.62 mmol) in DMF (10 mL). EDCI (1.7 g, 9.05 mmol) and HOBT (586 mg, 4.34 mmol) were added consecutively and, after 15 minutes, glycine ethyl ester HCl (603 mg, 4.344 mmol) was added. The resulting mixture was stirred at room temperature overnight. Water was then added, and the product was extracted with EtOAc. The organic layer was washed with brine, dried over Na2SO4 and concentrated under reduced pressure to affo... The reactants are COc1ccc(C(C)C(=O)O)cc1, O=[N+]([O-])O, O=S(=O)(O)O. Product: COc1ccc(C(C)C(=O)O)cc1[N+](=O)[O-]. As a reaction SMILES: [CH3:1][O:2][c:3]1[cH:4][cH:5][c:6]([CH:9]([C:10](=[O:11])[OH:12])[CH3:13])[cH:7][cH:8]1.[OH:14][N+:15]([O-:16])=[O:17].[S:18](=[O:19])(=[O:20])([OH:21])[OH:22]>>[CH3:1][O:2][c:3]1[cH:4][cH:5][c:6]([CH:9]([C:10](=[O:11])[OH:12])[CH3:13])[cH:7][c:8]1[N+:15](=[O:14])[O-:16]. Starting materials: CS, CN(C)C=O, COc1cc2c(c3c1OC(C)(C)C3)C(c1cccc(NC(=O)CCl)c1)=NC(C)(C)C2, [Na], O. The product is COc1cc2c(c3c1OC(C)(C)C3)C(c1cccc(NC(=O)CSC)c1)=NC(C)(C)C2. RXN SMILES: [CH3:32][SH:33].[CH3:35][N:36]([CH3:37])[CH:38]=[O:39].[Cl:1][CH2:2][C:3](=[O:4])[NH:5][c:6]1[cH:7][c:8]([C:12]2=[N:13][C:14]([CH3:29])([CH3:30])[CH2:15][c:16]3[cH:17][c:18]([O:27][CH3:28])[c:19]4[c:20]([c:21]32)[CH2:22][C:23]([CH3:25])([CH3:26])[O:24]4)[cH:9][cH:10][cH:11]1.[Na:31].[OH2:34]>>[CH2:2]([C:3](=[O:4])[NH:5][c:6]1[cH:7][c:8]([C:12]2=[N:13][C:14]([CH3:29])([CH3:30])[CH2:15][c:16]3[cH:17][c:18]([O:27][CH3:28])[c:19]4[c:20]([c:21]32)[CH2:22][C:23]([CH3:25])([CH3:26])[O:24]4)[cH:9][cH:10][cH:11]1)[S:33][CH3:32]. The reactants are C(C)(=O)[O-].[K+] (potassium acetate), BrCCCCCOC=1C(=CC=C2C(=CC(OC12)=O)NC1=C(C=NC=C1Cl)Cl)OC (8-(5-Bromopentyloxy)-4-(3,5-dichloropyridin-4-ylamino)-7-methoxy-2H-chromen-2-one). The product is C(C)(=O)OCCCCCOC=1C(=CC=C2C(=CC(OC12)=O)NC1=C(C=NC=C1Cl)Cl)OC (5-(4-(3,5-Dichloropyridin-4-ylamino)-7-methoxy-2-oxo-2H-chromen-8-yloxy)pentyl acetate). As a reaction SMILES: [C:1]([O-:4])(=[O:3])[CH3:2].[K+].Br[CH2:7][CH2:8][CH2:9][CH2:10][CH2:11][O:12][C:13]1[C:14]([O:33][CH3:34])=[CH:15][CH:16]=[C:17]2[C:22]=1[O:21][C:20](=[O:23])[CH:19]=[C:18]2[NH:24][C:25]1[C:30]([Cl:31])=[CH:29][N:28]=[CH:27][C:26]=1[Cl:32]>>[C:1]([O:4][CH2:7][CH2:8][CH2:9][CH2:10][CH2:11][O:12][C:13]1[C:14]([O:33][CH3:34])=[CH:15][CH:16]=[C:17]2[C:22]=1[O:21][C:20](=[O:23])[CH:19]=[C:18]2[NH:24][C:25]1[C:30]([Cl:31])=[CH:29][N:28]=[CH:27][C:26]=1[Cl:32])(=[O:3])[CH3:2] |f:0.1|. Reported procedure: The title compound can be prepared from potassium acetate and 8-(5-bromopentyloxy)-4-(3,5-dichloropyridin-4-ylamino)-7-methoxy-2H-chromen-2-one (Example 28) following the procedure outlined in Example 52. 1H NMR (400 MHz, DMSO-d6): δ 9.53 (s, 1H), 8.83 (s, 2H), 7.95 (d, 1H), 7.22 (s, 1H), 4.65 (s, 1H), 4.00 (m, 4H), 3.93 (s, 3H), 2.00 (s, 3H), 1.73-1.52 (m, 6H); MS (ESI): 480.9.